From a dataset of the Open Reaction Database (ORD), a public repository of structured organic reaction records. describe an organic reaction: reactants, conditions, products, and yield Isolated yield 27.2%. The reagents and catalysts are C=1C=CC(=CC1)[P](C=2C=CC=CC2)(C=3C=CC=CC3)[Pd]([P](C=4C=CC=CC4)(C=5C=CC=CC5)C=6C=CC=CC6)([P](C=7C=CC=CC7)(C=8C=CC=CC8)C=9C=CC=CC9)[P](C=1C=CC=CC1)(C=1C=CC=CC1)C=1C=CC=CC1 (tetrakis(triphenylphosphine)palladium). Yields the product COC1=C(C2=C(C(CO2)=O)C=C1)/C=C/C1CCN(CC1)C(=O)OC(C)(C)C (tert-butyl (E)-4-[2-(6-methoxy-3-oxo-2,3-dihydrobenzofuran-7-yl)vinyl]piperidine-1-carboxylate). Starting materials: CC1(OB(OC1(C)C)/C=C/C1CCN(CC1)C(=O)OC(C)(C)C)C (tert-butyl (E)-4-[2-(4,4,5,5-tetramethyl-1,3,2-dioxaborolan-2-yl)vinyl]piperidine-1-carboxylate), IC1=C(C=CC=2C(COC21)=O)OC (7-iodo-6-methoxybenzofuran-3(2H)-one), O (water), C([O-])([O-])=O.[Na+].[Na+] (sodium carbonate). Procedure: A solution of tert-butyl (E)-4-[2-(4,4,5,5-tetramethyl-1,3,2-dioxaborolan-2-yl)vinyl]piperidine-1-carboxylate (0.253 g, 0.750 mmol) in 1,4-dioxane (5 mL) was added with 7-iodo-6-methoxybenzofuran-3(2H)-one (0.198 g, 0.682 mmol) synthesized in Example B46, Step 2, 2 M aqueous sodium carbonate (0.680 mL, 1.36 mmol) and tetrakis(triphenylphosphine)palladium (0.0788 g, 0.0682 mmol), and the mixture was refluxed for 10 hours by heating. The reaction mixture was cooled to room temperature, and then ad... As a reaction SMILES: CC1(C)C(C)(C)OB(/[CH:9]=[CH:10]/[CH:11]2[CH2:16][CH2:15][N:14]([C:17]([O:19][C:20]([CH3:23])([CH3:22])[CH3:21])=[O:18])[CH2:13][CH2:12]2)O1.I[C:26]1[C:34]2[O:33][CH2:32][C:31](=[O:35])[C:30]=2[CH:29]=[CH:28][C:27]=1[O:36][CH3:37].C(=O)([O-])[O-].[Na+].[Na+].O>O1CCOCC1.C1C=CC([P]([Pd]([P](C2C=CC=CC=2)(C2C=CC=CC=2)C2C=CC=CC=2)([P](C2C=CC=CC=2)(C2C=CC=CC=2)C2C=CC=CC=2)[P](C2C=CC=CC=2)(C2C=CC=CC=2)C2C=CC=CC=2)(C2C=CC=CC=2)C2C=CC=CC=2)=CC=1>[CH3:37][O:36][C:27]1[CH:28]=[CH:29][C:30]2[C:31](=[O:35])[CH2:32][O:33][C:34]=2[C:26]=1/[CH:9]=[CH:10]/[CH:11]1[CH2:12][CH2:13][N:14]([C:17]([O:19][C:20]([CH3:21])([CH3:22])[CH3:23])=[O:18])[CH2:15][CH2:16]1 |f:2.3.4,^1:54,56,75,94|. Run in O1CCOCC1 (1,4-dioxane). The solvent is O1CCOCC1 (1,4-dioxane). The reactants are COC(CNC(=O)C1=NNC2=CC=C(C=C12)NC1=NC(=NC=C1)N)=O ({[5-(2-amino-pyrimidin-4-ylamino)-1H-indazole-3-carbonyl]-amino}acetic acid methyl ester), [OH-].[Na+] (NaOH), Cl (HCl). Reported procedure: A solution of {[5-(2-amino-pyrimidin-4-ylamino)-1H-indazole-3-carbonyl]-amino}acetic acid methyl ester (was prepared from Example N.2.8, B, 0.014 g, 0.043 mmol) and 2M aqueous NaOH solution (1.0 mL, 2.0 mmol) in 1,4-dioxane (2 mL) was stirred at ambient temperature for about 30 minutes. The reaction mixture was acidified with 1M aqueous HCl solution until pH 3. The white precipitation was filtered off, washed with water (3 mL) and dried under reduced pressure to give {[5-(2-amino-pyrimidin-4-yla... The product is NC1=NC=CC(=N1)NC=1C=C2C(=NNC2=CC1)C(=O)NCC(=O)O ({[5-(2-amino-pyrimidin-4-ylamino)-1H-indazole-3-carbonyl]-amino}-acetic acid). RXN SMILES: C[O:2][C:3](=[O:25])[CH2:4][NH:5][C:6]([C:8]1[C:16]2[C:11](=[CH:12][CH:13]=[C:14]([NH:17][C:18]3[CH:23]=[CH:22][N:21]=[C:20]([NH2:24])[N:19]=3)[CH:15]=2)[NH:10][N:9]=1)=[O:7].[OH-].[Na+].Cl>O1CCOCC1>[NH2:24][C:20]1[N:19]=[C:18]([NH:17][C:14]2[CH:15]=[C:16]3[C:11](=[CH:12][CH:13]=2)[NH:10][N:9]=[C:8]3[C:6]([NH:5][CH2:4][C:3]([OH:25])=[O:2])=[O:7])[CH:23]=[CH:22][N:21]=1 |f:1.2|. Isolated yield 7.0%. Reactants: cupric chloride, O (water), FC=1C=C2C=CNC2=CC1 (5-fluoroindole), resultant mixture, FC=1C=C2C=CNC2=CC1 (5-fluoroindole), resultant mixture. Solvent: CC(=O)C (acetone), CC(=O)C (acetone). The product is FC=1C=C2C3=C4C(=C5C(=C3NC2=CC1)NC=1C=CC(=CC15)F)NC=1C=CC(=CC14)F (2,9,14-trifluoro-6,11-dihydro-5H-diindolo [2,3-a:2′,3′-c] carbazole). The yield is 64.7%. RXN SMILES: [F:1][C:2]1[CH:3]=[C:4]2[C:8](=[CH:9][CH:10]=1)[NH:7][CH:6]=[CH:5]2.O>CC(C)=O>[F:1][C:2]1[CH:3]=[C:4]2[C:8](=[CH:9][CH:10]=1)[NH:7][C:6]1[C:5]2=[C:5]2[C:4]3[CH:3]=[C:2]([F:1])[CH:10]=[CH:9][C:8]=3[NH:7][C:6]2=[C:5]2[C:4]3[CH:3]=[C:2]([F:1])[CH:10]=[CH:9][C:8]=3[NH:7][C:6]2=1. Procedure details: 15 ml of acetone was poured into a 200 ml three-neck flask, and 1.35 g of 5-fluoroindole was dissolved therein. On the other hand, preparation of an oxidant solution was performed by dissolving 33.6 g of cupric chloride anhydrate and 13.5 g of water in 55 ml of acetone and then agitating the resultant mixture for 5 minutes. Then the prepared oxidant solution was dripped into the 5-fluoroindole solution over 2 hours, and the resultant mixture was agitated for 5 hours at the temperature of 40° C. ... Reactants: CCCCCCCCCCCCCCCCNc1ccc(C(=O)O)cc1, CN(C)P(=O)(N(C)C)N(C)C, OCC(O)CI, [Na+], [OH-], O. Yields the product CCCCCCCCCCCCCCCCNc1ccc(C(=O)OCC(O)CO)cc1. As a reaction SMILES: [CH2:1]([CH2:2][CH2:3][CH2:4][CH2:5][CH2:6][CH2:7][CH2:8][CH2:9][CH2:10][CH2:11][CH2:12][CH2:13][CH2:14][CH2:15][CH3:16])[NH:17][c:18]1[cH:19][cH:20][c:21]([C:22](=[O:23])[OH:24])[cH:25][cH:26]1.[CH3:36][N:37]([P:38]([N:39]([CH3:40])[CH3:41])([N:42]([CH3:43])[CH3:44])=[O:45])[CH3:46].[I:29][CH2:30][CH:31]([CH2:32][OH:33])[OH:34].[Na+:28].[OH-:27].[OH2:35]>>[CH2:1]([CH2:2][CH2:3][CH2:4][CH2:5][CH2:6][CH2:7][CH2:8][CH2:9][CH2:10][CH2:11][CH2:12][CH2:13][CH2:14][CH2:15][CH3:16])[NH:17][c:18]1[cH:19][cH:20][c:21]([C:22](=[O:23])[O:24][CH2:30][CH:31]([CH2:32][OH:33])[OH:34])[cH:25][cH:26]1.